Dataset: the Open Reaction Database (ORD), a public repository of structured organic reaction records. Task: describe an organic reaction: reactants, conditions, products, and yield The reactants are ClC(COC(=O)Cl)(Cl)Cl (trichloroethylchloroformate), 10.18, N[C@@H]1C=CC[C@H]1O ((3R,4R)-3-amino-4-hydroxycyclopentene), C([O-])([O-])=O.[Na+].[Na+] (sodium carbonate). The solvent is O (water). Product: ClC(COC(N[C@@H]1C=CC[C@H]1O)=O)(Cl)Cl ((1R,5R)-2,2,2-trichloroethyl-5-hydroxy-2-cyclopentene-1-carbamate). As a reaction SMILES: [NH2:1][C@H:2]1[C@H:6]([OH:7])[CH2:5][CH:4]=[CH:3]1.C(=O)([O-])[O-].[Na+].[Na+].[Cl:14][C:15]([Cl:22])([Cl:21])[CH2:16][O:17][C:18](Cl)=[O:19]>O>[Cl:14][C:15]([Cl:22])([Cl:21])[CH2:16][O:17][C:18](=[O:19])[NH:1][C@H:2]1[C@H:6]([OH:7])[CH2:5][CH:4]=[CH:3]1 |f:1.2.3|. Procedure details: A 10.18 (103 mM) quantity of crude (3R,4R)-3-amino-4-hydroxycyclopentene (prepared as in Preparation 19, step 4) is dissolved in 75 ml of water and the mixture treated with 10.6 g (100 mM) of sodium carbonate. The mixture is then cooled in an ice bath to <10° and treated dropwise while stirring vigorously, with 24 g (110 mM) of trichloroethylchloroformate over 30 minutes. After 3 hours the reaction is filtered and the collected solid product washed thoroughly with water. On drying there is obtai... The reactants are BrC=1C=C(C(=CC1)OC)OC (4-bromoveratrole), C(CCC)[Li] (n-butyl lithium), C1(CCCC1)N(C(C1=CC=C(C=O)C=C1)=O)C1CCCC1 (terephthalaldehydic acid N,N-dicyclopentyl amide). Yields the product C1(CCCC1)N(C(C1=CC=C(C=C1)C(O)C1=CC(=C(C=C1)OC)OC)=O)C1CCCC1 (N,N-dicyclopentyl-4-[(3,4-dimethoxyphenyl) hydroxymethyl]benzamide). RXN SMILES: Br[C:2]1[CH:3]=[C:4]([O:10][CH3:11])[C:5]([O:8][CH3:9])=[CH:6][CH:7]=1.C([Li])CCC.[CH:17]1([N:22]([CH:33]2[CH2:37][CH2:36][CH2:35][CH2:34]2)[C:23](=[O:32])[C:24]2[CH:31]=[CH:30][C:27]([CH:28]=[O:29])=[CH:26][CH:25]=2)[CH2:21][CH2:20][CH2:19][CH2:18]1>>[CH:17]1([N:22]([CH:33]2[CH2:37][CH2:36][CH2:35][CH2:34]2)[C:23](=[O:32])[C:24]2[CH:31]=[CH:30][C:27]([CH:28]([C:2]3[CH:7]=[CH:6][C:5]([O:8][CH3:9])=[C:4]([O:10][CH3:11])[CH:3]=3)[OH:29])=[CH:26][CH:25]=2)[CH2:18][CH2:19][CH2:20][CH2:21]1. Procedure details: The reaction and workup were carried out in the same manner as described in Example 8 using 4-bromoveratrole (1.29 mL, 10 mmol), n-butyl lithium (6.25 mL of 1.6 M solution in hexane), terephthalaldehydic acid N,N-dicyclopentyl amide (Example 29) (2.6 g, 9.1 mmol). The crude product was chromatographed on silica gel using mixtures of ethyl acetate and hexane to give the title compound as an oil that crystallized under ethyl ether: m. pt. 137-138° C. Reactants: CC(CN([C@@H]1CN(C[C@@H](C1)C(=O)N1CCOCC1)C(=O)OC(C)(C)C)C(=O)C1=NC2=C(N1CCC1=NOC=N1)C=CC=C2)C (tert-butyl(3S, 5R)-3-[(2-methylpropyl)({1-[2-(1,2,4-oxadiazol-3-yl)ethyl]-1H-benzimidazol-2-yl}carbonyl)amino]-5-(morpholin-4-ylcarbonyl)piperidine-1-carboxylate), C(C)(=O)OCC.Cl (hydrogen chloride-ethyl acetate). Run at time 2 hour. Yields the product Cl.Cl.CC(CN(C(=O)C1=NC2=C(N1CCC1=NOC=N1)C=CC=C2)[C@@H]2CNC[C@@H](C2)C(=O)N2CCOCC2)C (N-(2-methylpropyl)-N-[(3S, 5R)-5-(morpholin-4-ylcarbonyl)piperidin-3-yl]-1-[2-(1,2,4-oxadiazol-3-yl)ethyl]-1H-benzimidazole-2-carboxamide dihydrochloride). RXN SMILES: [CH3:1][CH:2]([CH3:44])[CH2:3][N:4]([C:26]([C:28]1[N:32]([CH2:33][CH2:34][C:35]2[N:39]=[CH:38][O:37][N:36]=2)[C:31]2[CH:40]=[CH:41][CH:42]=[CH:43][C:30]=2[N:29]=1)=[O:27])[C@H:5]1[CH2:10][C@@H:9]([C:11]([N:13]2[CH2:18][CH2:17][O:16][CH2:15][CH2:14]2)=[O:12])[CH2:8][N:7](C(OC(C)(C)C)=O)[CH2:6]1.C(OCC)(=O)C.[ClH:51]>>[ClH:51].[ClH:51].[CH3:1][CH:2]([CH3:44])[CH2:3][N:4]([C@H:5]1[CH2:10][C@@H:9]([C:11]([N:13]2[CH2:18][CH2:17][O:16][CH2:15][CH2:14]2)=[O:12])[CH2:8][NH:7][CH2:6]1)[C:26]([C:28]1[N:32]([CH2:33][CH2:34][C:35]2[N:39]=[CH:38][O:37][N:36]=2)[C:31]2[CH:40]=[CH:41][CH:42]=[CH:43][C:30]=2[N:29]=1)=[O:27] |f:1.2,3.4.5|. Reported procedure: Hydroxylamine hydrochloride (125 mg) was dissolved in dimethyl sulfoxide (5 ml), sodium hydrogen carbonate (463 mg) was added and the mixture was stirred at 50° C. for 1 hr. A solution of tert-butyl(3S, 5R)-3-[{[1-(2-cyanoethyl)-1H-benzimidazol-2-yl]carbonyl}(2-methylpropyl)amino]-5-(morpholin-4-ylcarbonyl)piperidine-1-carboxylate (100 mg) in dimethyl sulfoxide (5 ml) was added to the reaction mixture, and the mixture was stirred at 90° C. for 3 hr. The reaction mixture was allowed to cool to ro... The reactants are C(C)(C)(C)C1=CC(=C(C=C1)C=1N(C(C(N1)(C)C1=CC=C(C=C1)Cl)C1=CC=C(C=C1)Cl)C(=O)Cl)OCC (rac-(4S*,5R*)-2-(4-tert-butyl-2-ethoxy-phenyl)-4,5-bis-(4-chloro-phenyl)-4-methyl-4,5-dihydro-imidazole-1-carbonyl chloride), N1(CCOCC1)C(CN1CCNCC1)=O (1-morpholin-4-yl-2-piperazin-1-yl-ethanone). The product is C(C)(C)(C)C1=CC(=C(C=C1)C=1N([C@@H]([C@](N1)(C)C1=CC=C(C=C1)Cl)C1=CC=C(C=C1)Cl)C(=O)N1CCN(CC1)CC(=O)N1CCOCC1)OCC (rac-2-{4-[(4S*,5R*)-2-(4-tert-Butyl-2-ethoxy-phenyl)-4,5-bis-(4-chloro-phenyl)-4-methyl-4,5-dihydro-imidazole-1-carbonyl]-piperazin-1-yl}-1-morpholin-4-yl-ethanone). Reaction SMILES: [C:1]([C:5]1[CH:10]=[CH:9][C:8]([C:11]2[N:12]([C:31](Cl)=[O:32])[CH:13]([C:24]3[CH:29]=[CH:28][C:27]([Cl:30])=[CH:26][CH:25]=3)[C:14]([C:17]3[CH:22]=[CH:21][C:20]([Cl:23])=[CH:19][CH:18]=3)([CH3:16])[N:15]=2)=[C:7]([O:34][CH2:35][CH3:36])[CH:6]=1)([CH3:4])([CH3:3])[CH3:2].[N:37]1([C:43](=[O:51])[CH2:44][N:45]2[CH2:50][CH2:49][NH:48][CH2:47][CH2:46]2)[CH2:42][CH2:41][O:40][CH2:39][CH2:38]1>>[C:1]([C:5]1[CH:10]=[CH:9][C:8]([C:11]2[N:12]([C:31]([N:48]3[CH2:49][CH2:50][N:45]([CH2:44][C:43]([N:37]4[CH2:38][CH2:39][O:40][CH2:41][CH2:42]4)=[O:51])[CH2:46][CH2:47]3)=[O:32])[C@H:13]([C:24]3[CH:29]=[CH:28][C:27]([Cl:30])=[CH:26][CH:25]=3)[C@@:14]([C:17]3[CH:22]=[CH:21][C:20]([Cl:23])=[CH:19][CH:18]=3)([CH3:16])[N:15]=2)=[C:7]([O:34][CH2:35][CH3:36])[CH:6]=1)([CH3:3])([CH3:4])[CH3:2]. Procedure: In a manner analogous to the method described in example 5, rac-(4S*,5R*)-2-(4-tert-butyl-2-ethoxy-phenyl)-4,5-bis-(4-chloro-phenyl)-4-methyl-4,5-dihydro-imidazole-1-carbonyl chloride was reacted with 1-morpholin-4-yl-2-piperazin-1-yl-ethanone (Oakwood Products) to give the title compound. LC-MS: 720.3 [(M+H)+] Reactants: CCOc1cc(CBr)c(C#N)cc1C(=O)OC(C)(C)C, CN(C)C=O, CCOC(C)=O, [N-]=[N+]=[N-], [Na+]. Yields the product CCOc1cc(CN=[N+]=[N-])c(C#N)cc1C(=O)OC(C)(C)C. Reaction SMILES: [Br:1][CH2:2][c:3]1[cH:4][c:5]([O:18][CH2:19][CH3:20])[c:6]([C:7](=[O:8])[O:9][C:10]([CH3:11])([CH3:12])[CH3:13])[cH:14][c:15]1[C:16]#[N:17].[CH3:25][N:26]([CH3:27])[CH:28]=[O:29].[CH3:30][CH2:31][O:32][C:33](=[O:34])[CH3:35].[N-:22]=[N+:23]=[N-:24].[Na+:21]>>[CH2:2]([c:3]1[cH:4][c:5]([O:18][CH2:19][CH3:20])[c:6]([C:7](=[O:8])[O:9][C:10]([CH3:11])([CH3:12])[CH3:13])[cH:14][c:15]1[C:16]#[N:17])[N:22]=[N+:23]=[N-:24]. Starting materials: C1COCCO1, Cl, CI, Cc1ccc(N)c(C(=O)O)c1, S=C=S. Yields the product CSC(=S)Nc1ccc(C)cc1C(=O)O. RXN SMILES: [CH2:18]1[O:19][CH2:20][CH2:21][O:22][CH2:23]1.[ClH:17].[I:15][CH3:16].[NH2:1][c:2]1[c:3]([C:4](=[O:5])[OH:6])[cH:7][c:8]([CH3:11])[cH:9][cH:10]1.[S:12]=[C:13]=[S:14]>>[NH:1]([c:2]1[c:3]([C:4](=[O:5])[OH:6])[cH:7][c:8]([CH3:11])[cH:9][cH:10]1)[C:13](=[S:12])[S:14][CH3:16]. Reactants: ClC1=C(C(=O)N2C3=C(CC4=C(C2)C=CS4)N=CC=C3)C=CC(=C1)[N+](=O)[O-] (5-(2-chloro-4-nitrobenzoyl)-4,10-dihydro-5H-pyrido[3,2-b]-thieno[2,3-e]azepine), [Cl-] (chloride). The solvent is C(C)O (ethanol). Product: ClC1=C(C(=O)N2C3=C(CC4=C(C2)C=CS4)N=CC=C3)C=CC(=C1)N (5-(2-Chloro-4-aminobenzoyl)-4,10-dihydro-5H-pyrido[3,2-b]thieno[2,3-e]azepine). Reaction SMILES: [Cl:1][C:2]1[CH:23]=[C:22]([N+:24]([O-])=O)[CH:21]=[CH:20][C:3]=1[C:4]([N:6]1[CH2:12][C:11]2[CH:13]=[CH:14][S:15][C:10]=2[CH2:9][C:8]2[N:16]=[CH:17][CH:18]=[CH:19][C:7]1=2)=[O:5].[Cl-]>C(O)C>[Cl:1][C:2]1[CH:23]=[C:22]([NH2:24])[CH:21]=[CH:20][C:3]=1[C:4]([N:6]1[CH2:12][C:11]2[CH:13]=[CH:14][S:15][C:10]=2[CH2:9][C:8]2[N:16]=[CH:17][CH:18]=[CH:19][C:7]1=2)=[O:5]. Procedure: As described for Reference Example 204 5-(2-chloro-4-nitrobenzoyl)-4,10-dihydro-5H-pyrido[3,2-b]-thieno[2,3-e]azepine is reduced with stannus chloride (SnCl2) in ethanol to give the product as a solid.